This data is from the Open Reaction Database (ORD), a public repository of structured organic reaction records. The task is: describe an organic reaction: reactants, conditions, products, and yield The reactants are C[Si](C)(C)[N-][Si](C)(C)C, [Cl-], COCCOc1cnc(F)c(-c2nc(C)nc(N)n2)c1, CS(=O)(=O)Nc1cc(N)cnc1Cl, [NH4+], [Na+], CN(C)C=O. The product is COCCOc1cnc(Nc2cnc(Cl)c(NS(C)(=O)=O)c2)c(-c2nc(C)nc(N)n2)c1. As a reaction SMILES: [CH3:35][Si:36]([N-:37][Si:38]([CH3:39])([CH3:40])[CH3:41])([CH3:42])[CH3:43].[Cl-:44].[F:1][c:2]1[n:3][cH:4][c:5]([O:16][CH2:17][CH2:18][O:19][CH3:20])[cH:6][c:7]1-[c:8]1[n:9][c:10]([NH2:15])[n:11][c:12]([CH3:14])[n:13]1.[NH2:21][c:22]1[cH:23][c:24]([NH:29][S:30](=[O:31])(=[O:32])[CH3:33])[c:25]([Cl:28])[n:26][cH:27]1.[NH4+:45].[Na+:34].[O:46]=[CH:47][N:48]([CH3:49])[CH3:50]>>[c:2]1([NH:21][c:22]2[cH:23][c:24]([NH:29][S:30](=[O:31])(=[O:32])[CH3:33])[c:25]([Cl:28])[n:26][cH:27]2)[n:3][cH:4][c:5]([O:16][CH2:17][CH2:18][O:19][CH3:20])[cH:6][c:7]1-[c:8]1[n:9][c:10]([NH2:15])[n:11][c:12]([CH3:14])[n:13]1. The reactants are FC(C(=O)O)(F)F (Trifluoroacetic acid), C(C)(C)(C)OC(=O)N1CC(C1)CCC(=O)N1C[C@@H](CCC1)C(=O)N[C@@H](CC(=O)O)C#C (N-[(R)-1-[3-(1-tert-butoxycarbonyl-3-azetidinyl)propanoyl]-3-piperidylcarbonyl]-3(S)-ethynyl-β-alanine). Conditions: time 1 hour. The product is FC(C(=O)O)(F)F.N1CC(C1)CCC(=O)N1C[C@@H](CCC1)C(=O)N[C@@H](CC(=O)O)C#C (N-[(R)-1-[3-(3-azetidinyl)propanoyl]-3-piperidylcarbonyl]-3(S)-ethynyl-β-alanine trifluoroacetate). The yield is 23.6%. As a reaction SMILES: [F:1][C:2]([F:7])([F:6])[C:3]([OH:5])=[O:4].C(OC([N:15]1[CH2:18][CH:17]([CH2:19][CH2:20][C:21]([N:23]2[CH2:28][CH2:27][CH2:26][C@@H:25]([C:29]([NH:31][C@H:32]([C:37]#[CH:38])[CH2:33][C:34]([OH:36])=[O:35])=[O:30])[CH2:24]2)=[O:22])[CH2:16]1)=O)(C)(C)C>>[F:1][C:2]([F:7])([F:6])[C:3]([OH:5])=[O:4].[NH:15]1[CH2:18][CH:17]([CH2:19][CH2:20][C:21]([N:23]2[CH2:28][CH2:27][CH2:26][C@@H:25]([C:29]([NH:31][C@H:32]([C:37]#[CH:38])[CH2:33][C:34]([OH:36])=[O:35])=[O:30])[CH2:24]2)=[O:22])[CH2:16]1 |f:2.3|. Procedure: Trifluoroacetic acid (3 ml) was added to N-[(R)-1-[3-(1-tert-butoxycarbonyl-3-azetidinyl)propanoyl]-3-piperidylcarbonyl]-3(S)-ethynyl-β-alanine (1.11 g, 2.55 mmol). The reaction mixture was stirred for 1 hour at room temperature. Solvent was evaporated in vacuo. The residue was purified by HPLC to give N-[(R)-1-[3-(3-azetidinyl)propanoyl]-3-piperidylcarbonyl]-3(S)-ethynyl-β-alanine trifluoroacetate (270 mg, 23.6%). Product: [N+](=O)([O-])C=1C=CC2=C(C(=CS2)C(=O)N(CCC)CCC)C1 (5-Nitro-N,N-dipropyl-3-benzothiophencarboxamide). Reported procedure: 45 g of 5-nitro-3-benzothiophencarboxylic acid were suspended in 150 ml of 1,1,1-trichloroethane. 100 ml of thionyl chloride and 0.5 ml of DMF were added. The mixture was refluxed for 2 hours resulting in a clear solution. The solvents were evaporated and remaining thionyl chloride was removed by evaporation twice with toluene. The crystalline product thus obtained was added in small portions to a solution of 60 g of dipropylamine in 500 ml of dichloromethane below 10° C. The mixture was heated ... Conditions: temperature 30 celsius. As a reaction SMILES: [N+:1]([C:4]1[CH:5]=[CH:6][C:7]2[S:11][CH:10]=[C:9]([C:12]([OH:14])=O)[C:8]=2[CH:15]=1)([O-:3])=[O:2].S(Cl)(Cl)=O.CN(C=O)C.[CH2:25]([NH:28][CH2:29][CH2:30][CH3:31])[CH2:26][CH3:27]>ClC(Cl)(Cl)C.ClCCl>[N+:1]([C:4]1[CH:5]=[CH:6][C:7]2[S:11][CH:10]=[C:9]([C:12]([N:28]([CH2:29][CH2:30][CH3:31])[CH2:25][CH2:26][CH3:27])=[O:14])[C:8]=2[CH:15]=1)([O-:3])=[O:2]. Run in ClCCl (dichloromethane), ClC(C)(Cl)Cl (1,1,1-trichloroethane). Reactants: C(CC)NCCC (dipropylamine), [N+](=O)([O-])C=1C=CC2=C(C(=CS2)C(=O)O)C1 (5-nitro-3-benzothiophencarboxylic acid), S(=O)(Cl)Cl (thionyl chloride), CN(C)C=O (DMF). Reactants: CC#N, [Ca+2], O=C([O-])[O-], O, O=CNC1CCC2(SCCS2)c2sccc21. The product is O=CNC1CCC(=O)c2sccc21. As a reaction SMILES: [CH3:23][C:24]#[N:25].[Ca+2:18].[O-:19][C:20](=[O:21])[O-:22].[OH2:17].[S:1]1[CH2:4][CH2:3][S:2][C:5]12[CH2:6][CH2:7][CH:8]([NH:14][CH:15]=[O:16])[c:9]1[c:10]2[s:11][cH:12][cH:13]1>>[C:5]1(=[O:19])[CH2:6][CH2:7][CH:8]([NH:14][CH:15]=[O:16])[c:9]2[c:10]1[s:11][cH:12][cH:13]2. Starting materials: FC1=C(C=CC(=C1)F)C1=NC(=NC=N1)NC1=CC(=CC=C1)CS(=O)(=O)C (4-(2,4-difluorophenyl)-N-{3-[(methylsulfonyl)methyl]phenyl}-1,3,5-triazin-2-amine), intermediate 42.1, FC1=C(CO)C=C(C=C1)F (2,5-difluorobenzyl alcohol). The product is FC1=C(COC2=C(C=CC(=C2)F)C2=NC(=NC=N2)NC2=CC(=CC=C2)CS(=O)(=O)C)C=C(C=C1)F (4-{2-[(2,5-Difluorobenzyl)oxy]-4-fluorophenyl}-N-{3-[(methylsulfonyl)methyl]-phenyl}-1,3,5-triazin-2-amine). Reaction SMILES: F[C:2]1[CH:7]=[C:6]([F:8])[CH:5]=[CH:4][C:3]=1[C:9]1[N:14]=[CH:13][N:12]=[C:11]([NH:15][C:16]2[CH:21]=[CH:20][CH:19]=[C:18]([CH2:22][S:23]([CH3:26])(=[O:25])=[O:24])[CH:17]=2)[N:10]=1.[F:27][C:28]1[CH:35]=[CH:34][C:33]([F:36])=[CH:32][C:29]=1[CH2:30][OH:31]>>[F:27][C:28]1[CH:35]=[CH:34][C:33]([F:36])=[CH:32][C:29]=1[CH2:30][O:31][C:2]1[CH:7]=[C:6]([F:8])[CH:5]=[CH:4][C:3]=1[C:9]1[N:14]=[CH:13][N:12]=[C:11]([NH:15][C:16]2[CH:21]=[CH:20][CH:19]=[C:18]([CH2:22][S:23]([CH3:26])(=[O:25])=[O:24])[CH:17]=2)[N:10]=1. Reported procedure: Starting with 4-(2,4-difluorophenyl)-N-{3-[(methylsulfonyl)methyl]phenyl}-1,3,5-triazin-2-amine (70 mg; 0.184 mmol), intermediate 42.1, and 2,5-difluorobenzyl alcohol (107 mg; 0.736 mmol), example 81 was prepared analogously to the procedure for the preparation of example 42. Starting materials: CC1(OC(=CC1=O)C)C (2,2,5-trimethyl-3(2H)-furanone), C(C)(C)NC(C)C (diisopropylamine), solution, FC(C(=O)OC(C(F)(F)F)=O)(F)F (trifluoroacetic anhydride), ClC1=CC=C(C=O)C=C1 (p-chlorobenzaldehyde). Solvent: CN(P(=O)(N(C)C)N(C)C)C (Hexamethylphosphoramide), C(C)N(CC)CC (triethylamine), O1CCCC1 (tetrahydrofuran), O1CCCC1 (tetrahydrofuran), CCCCCC (hexane), O1CCCC1 (tetrahydrofuran). Reaction conditions: time 15 minute. Yields the product CC1(OC(=CC1=O)C=CC1=CC=C(C=C1)Cl)C (2,2-Dimethyl-5-[2-(4-chlorophenyl)ethenyl]-3(2H)-furanone). The yield is 71.6%. Reaction SMILES: C(NC(C)C)(C)C.[CH3:8][C:9]1([CH3:16])[C:13](=[O:14])[CH:12]=[C:11]([CH3:15])[O:10]1.[Cl:17][C:18]1[CH:25]=[CH:24][C:21]([CH:22]=O)=[CH:20][CH:19]=1.FC(F)(F)C(OC(=O)C(F)(F)F)=O>O1CCCC1.CCCCCC.C(N(CC)CC)C.CN(C)P(N(C)C)(N(C)C)=O>[CH3:8][C:9]1([CH3:16])[C:13](=[O:14])[CH:12]=[C:11]([CH:15]=[CH:22][C:21]2[CH:24]=[CH:25][C:18]([Cl:17])=[CH:19][CH:20]=2)[O:10]1. Procedure: To a solution of dry diisopropylamine (5.0 mL, 35.7 mM) in dry tetrahydrofuran (150 mL) at -78° C., was added dropwise a 2.3 N solution of nbutyllithium in hexane (15.5 mL, 35.7 mM). After the reaction solution was stirred 15 minutes, a solution of 2,2,5-trimethyl-3(2H)-furanone (3.0 g, 23.8 mM) in tetrahydrofuran (25 mL) was added dropwise. Hexamethylphosphoramide (6.4 mL, 34.7 mM) was added dropwise after 30 minutes. Finally, p-chlorobenzaldehyde (3.0 g, 2.7.8 mM) in tetrahydrofuran (25 mL) wa... Starting materials: C, CN1CCN(c2ccc(OCc3ccccc3)c(C(=O)Nc3cc(-c4ccccc4)ccc3C(=O)OC(C)(C)C)c2)CC1, CO, CCOC(C)=O, ClC(Cl)Cl, [Pd]. The product is CN1CCN(c2ccc(O)c(C(=O)Nc3cc(-c4ccccc4)ccc3C(=O)OC(C)(C)C)c2)CC1. As a reaction SMILES: [C:56].[CH2:1]([c:2]1[cH:3][cH:4][cH:5][cH:6][cH:7]1)[O:8][c:9]1[c:10]([C:11](=[O:12])[NH:13][c:14]2[c:15]([C:16](=[O:17])[O:18][C:19]([CH3:20])([CH3:21])[CH3:22])[cH:23][cH:24][c:25](-[c:27]3[cH:28][cH:29][cH:30][cH:31][cH:32]3)[cH:26]2)[cH:33][c:34]([N:37]2[CH2:38][CH2:39][N:40]([CH3:43])[CH2:41][CH2:42]2)[cH:35][cH:36]1.[CH3:48][OH:49].[CH3:50][CH2:51][O:52][C:53](=[O:54])[CH3:55].[CH:44]([Cl:45])([Cl:46])[Cl:47].[Pd:57]>>[OH:8][c:9]1[c:10]([C:11](=[O:12])[NH:13][c:14]2[c:15]([C:16](=[O:17])[O:18][C:19]([CH3:20])([CH3:21])[CH3:22])[cH:23][cH:24][c:25](-[c:27]3[cH:28][cH:29][cH:30][cH:31][cH:32]3)[cH:26]2)[cH:33][c:34]([N:37]2[CH2:38][CH2:39][N:40]([CH3:43])[CH2:41][CH2:42]2)[cH:35][cH:36]1. Starting materials: C(C1=CC=CC=C1)OCN1C(=NC=2N(CN(C(C12)=O)C)C1=C(C=C(C=C1)Cl)Cl)CC (7-benzyloxymethyl-3-(2,4-dichlorophenyl)-8-ethyl-1-methyl-1,2,3,7-tetrahydro-6H-purin-6-one), FC(C(=O)O)(F)F (trifluoroacetic acid). Run in C(Cl)(Cl)Cl (CHCl3). Reaction conditions: temperature 80 celsius. The product is ClC1=C(C=CC(=C1)Cl)N1CN(C(C=2NC(=NC12)CC)=O)C (3-(2,4-dichlorophenyl)-8-ethyl-1-methyl-1,2,3,7-tetrahydro-6H-purin-6-one). The yield is 94.8%. As a reaction SMILES: C(OC[N:10]1[C:18]2[C:17](=[O:19])[N:16]([CH3:20])[CH2:15][N:14]([C:21]3[CH:26]=[CH:25][C:24]([Cl:27])=[CH:23][C:22]=3[Cl:28])[C:13]=2[N:12]=[C:11]1[CH2:29][CH3:30])C1C=CC=CC=1.FC(F)(F)C(O)=O>C(Cl)(Cl)Cl>[Cl:28][C:22]1[CH:23]=[C:24]([Cl:27])[CH:25]=[CH:26][C:21]=1[N:14]1[C:13]2[N:12]=[C:11]([CH2:29][CH3:30])[NH:10][C:18]=2[C:17](=[O:19])[N:16]([CH3:20])[CH2:15]1. Procedure details: A solution of 7-benzyloxymethyl-3-(2,4-dichlorophenyl)-8-ethyl-1-methyl-1,2,3,7-tetrahydro-6H-purin-6-one (1.3 g, 2.92 mmol), prepared by the method described in example 7, in CHCl3 (2 mL) was treated with trifluoroacetic acid (15 mL). The solution was heated at 80° C. in a pressure tube for 5 h. The mixture was then cooled to rt and was concentrated. The residue was concentrated from heptane (2×), transferred into a separatory funnel containing saturated aqueous NaHCO3 (75 mL), and the aqueous ... Starting materials: C(C)I (EtI), ClC=1C=C(C=CC1)C1=C(C(=CC=C1OC)CC=1C=CC(=NC1)CN1C(NCC1)=O)F (1-[5-(3′-Chloro-2-fluoro-6-methoxy-biphenyl-3-ylmethyl)-pyridin-2-ylmethyl]-imidazolidin-2-one), C1CCOC1 (THF), [H-].[Na+] (NaH). The solvent is O (Water). Reaction conditions: temperature 0 celsius, time 15 minute. The product is Cl.ClC=1C=C(C=CC1)C1=C(C(=CC=C1OC)CC=1C=CC(=NC1)CN1C(N(CC1)CC)=O)F (1-[5-(3′-Chloro-2-fluoro-6-methoxy-biphenyl-3-ylmethyl)-pyridin-2-ylmethyl]-3-ethyl-imidazolidin-2-one hydrochloride). Reaction SMILES: [Cl:1][C:2]1[CH:3]=[C:4]([C:8]2[C:13]([O:14][CH3:15])=[CH:12][CH:11]=[C:10]([CH2:16][C:17]3[CH:18]=[CH:19][C:20]([CH2:23][N:24]4[CH2:28][CH2:27][NH:26][C:25]4=[O:29])=[N:21][CH:22]=3)[C:9]=2[F:30])[CH:5]=[CH:6][CH:7]=1.[CH2:31]1COC[CH2:32]1.[H-].[Na+].C(I)C>O>[ClH:1].[Cl:1][C:2]1[CH:3]=[C:4]([C:8]2[C:13]([O:14][CH3:15])=[CH:12][CH:11]=[C:10]([CH2:16][C:17]3[CH:18]=[CH:19][C:20]([CH2:23][N:24]4[CH2:28][CH2:27][N:26]([CH2:31][CH3:32])[C:25]4=[O:29])=[N:21][CH:22]=3)[C:9]=2[F:30])[CH:5]=[CH:6][CH:7]=1 |f:2.3,6.7|. Procedure details: Into an 18 mL vial was added P-374 (65 mg, 0.16 mmol), THF (3 mL), and the solution was cooled to 0° C. NaH (9 mg, 0.23 mmol) was added and the suspension was stirred at room temperature for 15 minutes. EtI (25 uL, 0.31 mmol) was added and the reaction was stirred for 1 hour at room temperature. Water was added and the product was extracted with EtOAc (3×3 mL). The organics were washed with water, brine, and concentrated. To the residue was added 2 mL of 4N HCl/dioxane. After stirring to dissolv...